From a dataset of the Open Reaction Database (ORD), a public repository of structured organic reaction records. describe an organic reaction: reactants, conditions, products, and yield The reactants are CC(NCc1ccc(Cl)c(Br)c1)c1ccccc1, CNC1CCCCC1NC, [Cu]I, [I-], [Na+], C1COCCO1. The product is CC(NCc1ccc(Cl)c(I)c1)c1ccccc1. Reaction SMILES: [Br:13][c:14]1[cH:15][c:16]([CH2:17][NH:18][CH:19]([CH3:20])[c:21]2[cH:22][cH:23][cH:24][cH:25][cH:26]2)[cH:27][cH:28][c:29]1[Cl:30].[CH3:3][NH:4][CH:5]1[CH2:6][CH2:7][CH2:8][CH2:9][CH:10]1[NH:11][CH3:12].[Cu:37][I:38].[I-:2].[Na+:1].[O:31]1[CH2:32][CH2:33][O:34][CH2:35][CH2:36]1>>[I:2][c:14]1[cH:15][c:16]([CH2:17][NH:18][CH:19]([CH3:20])[c:21]2[cH:22][cH:23][cH:24][cH:25][cH:26]2)[cH:27][cH:28][c:29]1[Cl:30]. Starting materials: CNC(=O)N(C)C(=O)Cl, ClCCl, c1ccc(N2CCNCC2)cc1. Yields the product CNC(=O)N(C)C(=O)N1CCN(c2ccccc2)CC1. As a reaction SMILES: [CH3:13][N:14]([C:15](=[O:16])[Cl:17])[C:18](=[O:19])[NH:20][CH3:21].[Cl:22][CH2:23][Cl:24].[c:1]1([N:7]2[CH2:8][CH2:9][NH:10][CH2:11][CH2:12]2)[cH:2][cH:3][cH:4][cH:5][cH:6]1>>[c:1]1([N:7]2[CH2:8][CH2:9][N:10]([C:15]([N:14]([CH3:13])[C:18](=[O:19])[NH:20][CH3:21])=[O:16])[CH2:11][CH2:12]2)[cH:2][cH:3][cH:4][cH:5][cH:6]1. Starting materials: C1CCOC1, CCN(C(C)C)C(C)C, Cl, Nc1ccc2c(c1)CCC1(C2)NC(=O)NC1=O, O=C=Nc1cccc2ccccc12. Product: O=C(Nc1ccc2c(c1)CCC1(C2)NC(=O)NC1=O)Nc1cccc2ccccc12. Reaction SMILES: [CH2:41]1[O:42][CH2:43][CH2:44][CH2:45]1.[CH:32]([N:33]([CH2:34][CH3:35])[CH:36]([CH3:37])[CH3:38])([CH3:39])[CH3:40].[ClH:14].[NH2:15][c:16]1[cH:17][c:18]2[c:29]([cH:30][cH:31]1)[CH2:28][C:21]1([CH2:20][CH2:19]2)[NH:22][C:23](=[O:27])[NH:24][C:25]1=[O:26].[c:1]1([N:11]=[C:12]=[O:13])[cH:2][cH:3][cH:4][c:5]2[cH:6][cH:7][cH:8][cH:9][c:10]12>>[c:1]1([NH:11][C:12](=[O:13])[NH:15][c:16]2[cH:17][c:18]3[c:29]([cH:30][cH:31]2)[CH2:28][C:21]2([CH2:20][CH2:19]3)[NH:22][C:23](=[O:27])[NH:24][C:25]2=[O:26])[cH:2][cH:3][cH:4][c:5]2[cH:6][cH:7][cH:8][cH:9][c:10]12. Reactants: NC1CCc2cc(Br)ccc21, CCOC(=O)C(F)(F)F, O=C(NC1(C(=O)O)COC1)C(F)(F)F, NC1(C(=O)O)COC1. The product is O=C(NC1(C(=O)NC2CCc3cc(Br)ccc32)COC1)C(F)(F)F. RXN SMILES: [Br:1][c:2]1[cH:3][c:4]2[c:8]([cH:9][cH:10]1)[CH:7]([NH2:11])[CH2:6][CH2:5]2.[CH2:34]([O:35][C:36](=[O:37])[C:38]([F:39])([F:40])[F:41])[CH3:42].[F:12][C:13]([C:14](=[O:15])[NH:16][C:17]1([C:21](=[O:22])[OH:23])[CH2:18][O:19][CH2:20]1)([F:24])[F:25].[NH2:26][C:27]1([C:28]([OH:29])=[O:30])[CH2:31][O:32][CH2:33]1>>[Br:1][c:2]1[cH:3][c:4]2[c:8]([cH:9][cH:10]1)[CH:7]([NH:11][C:21]([C:17]1([NH:16][C:14]([C:13]([F:12])([F:24])[F:25])=[O:15])[CH2:18][O:19][CH2:20]1)=[O:22])[CH2:6][CH2:5]2. Yields the product COC=1C=CC=C2C(N(C(=NC12)C1=CC=C(C=C1)OC1CCN(CC1)C1CCC1)C)=O (8-Methoxy-3-methyl-2-[4-(1-cyclobutyl-4-piperidinyloxy)-phenyl]-4(3H)-quinazolinone). Procedure: The entitled compound was obtained according to the method of Example 85 but using 2-amino-3-methoxybenzoic acid, methylamine, 4-methoxybenzaldehyde, tert-butyl 4-hydroxytetrahydro-1(2H)-pyridinecarboxylate, and cyclobutanone. The obtained compound was recrystallized from ethyl acetate-heptane to give a colorless acicular crystal (m.p. 201.0-204.0° C.). RXN SMILES: [NH2:1][C:2]1[C:10]([O:11][CH3:12])=[CH:9][CH:8]=[CH:7][C:3]=1[C:4]([OH:6])=O.[CH3:13][NH2:14].[CH3:15][O:16][C:17]1[CH:24]=[CH:23][C:20]([CH:21]=O)=[CH:19][CH:18]=1.OC1[CH2:31][CH2:30][N:29](C(OC(C)(C)C)=O)[CH2:28][CH2:27]1.[C:39]1(=O)[CH2:42][CH2:41][CH2:40]1>>[CH3:12][O:11][C:10]1[CH:9]=[CH:8][CH:7]=[C:3]2[C:2]=1[N:1]=[C:21]([C:20]1[CH:23]=[CH:24][C:17]([O:16][CH:15]3[CH2:31][CH2:30][N:29]([CH:39]4[CH2:42][CH2:41][CH2:40]4)[CH2:28][CH2:27]3)=[CH:18][CH:19]=1)[N:14]([CH3:13])[C:4]2=[O:6]. Starting materials: NC1=C(C(=O)O)C=CC=C1OC (2-amino-3-methoxybenzoic acid), OC1CCN(CC1)C(=O)OC(C)(C)C (tert-butyl 4-hydroxytetrahydro-1(2H)-pyridinecarboxylate), C1(CCC1)=O (cyclobutanone), CN (methylamine), COC1=CC=C(C=O)C=C1 (4-methoxybenzaldehyde). Starting materials: C(C)(C)(C)OC(=O)NC1=CC=C(C=C1)SC1=C(C=C(C(=O)O)C=C1)NC=1C2=C(N=CN1)N=C(C=C2)C(C)C (4-(4-tert-Butoxycarbonylamino-phenylsulfanyl)-3-(7-isopropyl-pyrido[2,3-d]pyrimidin-4-ylamino)-benzoic acid), C1=CC=C(C=C1)[C@H](CO)N (R-(−)-2-phenylglycinol). Yields the product C(C)(C)(C)OC(NC1=CC=C(C=C1)SC1=C(C=C(C=C1)C(N[C@@H](CO)C1=CC=CC=C1)=O)NC=1C2=C(N=CN1)N=C(C=C2)C(C)C)=O ((R)-{4-[4-(2-Hydroxy-1-phenyl-ethylcarbamoyl)-2-(7-isopropyl-pyrido[2,3-d]pyrimidin-4-ylamino)-phenylsulfanyl]-phenyl}-carbamic acid tert-butyl ester). Yield: 70.0%. RXN SMILES: [C:1]([O:5][C:6]([NH:8][C:9]1[CH:14]=[CH:13][C:12]([S:15][C:16]2[CH:24]=[CH:23][C:19]([C:20](O)=[O:21])=[CH:18][C:17]=2[NH:25][C:26]2[C:27]3[CH:35]=[CH:34][C:33]([CH:36]([CH3:38])[CH3:37])=[N:32][C:28]=3[N:29]=[CH:30][N:31]=2)=[CH:11][CH:10]=1)=[O:7])([CH3:4])([CH3:3])[CH3:2].[CH:39]1[CH:44]=[CH:43][C:42]([C@@H:45]([NH2:48])[CH2:46][OH:47])=[CH:41][CH:40]=1>>[C:1]([O:5][C:6](=[O:7])[NH:8][C:9]1[CH:10]=[CH:11][C:12]([S:15][C:16]2[CH:24]=[CH:23][C:19]([C:20](=[O:21])[NH:48][C@H:45]([C:42]3[CH:43]=[CH:44][CH:39]=[CH:40][CH:41]=3)[CH2:46][OH:47])=[CH:18][C:17]=2[NH:25][C:26]2[C:27]3[CH:35]=[CH:34][C:33]([CH:36]([CH3:37])[CH3:38])=[N:32][C:28]=3[N:29]=[CH:30][N:31]=2)=[CH:13][CH:14]=1)([CH3:3])([CH3:4])[CH3:2]. Reported procedure: According to the procedure in Example 385F, the title compound was prepared using 4-(4-tert-butoxycarbonylamino-phenylsulfanyl)-3-(7-isopropyl-pyrido[2,3-d]pyrimidin-4-ylamino)-benzoic acid (prepared in Example 385E) and R-(−)-2-phenylglycinol: yield 70%. The reactants are C1(=CC=CC=C1)N1N=C(N=C1CO)C1=CC=CC=C1 ((1,3-diphenyl-1H-1,2,4-triazol-5-yl)methanol), C1(=CC=CC=C1)P(C1=CC=CC=C1)C1=CC=CC=C1 (triphenylphosphine), C(Br)(Br)(Br)Br (carbon tetrabromide). The solvent is ClCCl (dichloromethane). Reaction conditions: time 18 hour. Product: BrCC1=NC(=NN1C1=CC=CC=C1)C1=CC=CC=C1 (5-(Bromomethyl)-1,3-diphenyl-1H-1,2,4-triazole). The yield is 193.3%. As a reaction SMILES: [C:1]1([N:7]2[C:11]([CH2:12]O)=[N:10][C:9]([C:14]3[CH:19]=[CH:18][CH:17]=[CH:16][CH:15]=3)=[N:8]2)[CH:6]=[CH:5][CH:4]=[CH:3][CH:2]=1.C1(P(C2C=CC=CC=2)C2C=CC=CC=2)C=CC=CC=1.C(Br)(Br)(Br)[Br:40]>ClCCl>[Br:40][CH2:12][C:11]1[N:7]([C:1]2[CH:6]=[CH:5][CH:4]=[CH:3][CH:2]=2)[N:8]=[C:9]([C:14]2[CH:19]=[CH:18][CH:17]=[CH:16][CH:15]=2)[N:10]=1. Procedure details: To a suspension of (1,3-diphenyl-1H-1,2,4-triazol-5-yl)methanol (350 mg, 1.39 mmol) and triphenylphosphine polymer bound (679 mg, 2.02 mmol) in dichloromethane (6 mL) was added at 0-5° C. carbon tetrabromide (670 mg, 2.02 mmol). The ice bath was removed and the mixture was stirred at RT for 18 h. The suspension was filtered, washed with dichloromethane and evaporated to give 844 mg of yellow oil. The product was obtained after purification by flash chromatography (using silica gel and an ethyl a...